Task: describe an organic reaction: reactants, conditions, products, and yield. Dataset: the Open Reaction Database (ORD), a public repository of structured organic reaction records Reactants: CC(C(=O)O[C@H]1[C@@H]2C=3C=CC=CC3C(C[C@H]2[C@@H]2CC[C@@H]([C@@]2(C)C1)OC(C(C)(C)C)=O)=O)(C)C (11α,17β-Di(trimethylacetoxy)-estra-1,3,5(10)-triene-6-one). The solvent is CO (methanol). Yields the product O[C@H]1[C@@H]2C=3C=CC=CC3C(C[C@H]2[C@@H]2CC[C@@H]([C@@]2(C)C1)O)=O (11α,17β-Dihydroxy-estra-1,3,5(10)-triene-6-one). Isolated yield 74.4%. RXN SMILES: CC(C)(C)C([O:5][C@@H:6]1[CH2:23][C@@:21]2([CH3:22])[C@@H:17]([CH2:18][CH2:19][C@@H:20]2[O:24]C(=O)C(C)(C)C)[C@H:16]2[C@H:7]1[C:8]1[CH:9]=[CH:10][CH:11]=[CH:12][C:13]=1[C:14](=[O:31])[CH2:15]2)=O>CO>[OH:5][C@@H:6]1[CH2:23][C@@:21]2([CH3:22])[C@@H:17]([CH2:18][CH2:19][C@@H:20]2[OH:24])[C@H:16]2[C@H:7]1[C:8]1[CH:9]=[CH:10][CH:11]=[CH:12][C:13]=1[C:14](=[O:31])[CH2:15]2. Procedure: Hydrolysis of the keto diester (16A) (158 mg) in the above manner gave the keto diol (5A) (74 mg, 74%), m.p. 205°-208° C. (from methanol, νmax 3600 (OH) and 1680 cm-1 (C=O), δ (250 MHz) 8.13 (1 H, dd, J 8 and 0.5 Hz, aromatic proton), 8.04 (1 H, dd, J 7 and 1,5 Hz, aromatic proton), 7.56 (1 H, dt, J 8 and 1.5 Hz, aromatic proton), 7.36 (1 H, dt, J 7 and 0.5 Hz, aromatic proton), 4.32 (1 H, ddd, J 10.5, 9.5, and 5 Hz, 11-proton), 3.79 (1 H, t, J 8 Hz, 17-proton), 2.77 (1 H, dd, J 17 and 3.5 Hz, 7... Starting materials: ClC1=CC(=NC2=C(C3=C(C=C12)C(C=C(O3)C(=O)[O-])=O)CCC)C(=O)[O-].[Na+].[Na+] (Disodium 6-chloro-4-oxo-10-propyl-4H-pyrano[3,2-g]quinoline-2,8-dicarboxylate), [N+](=O)([O-])[O-].[Ca+2].[N+](=O)([O-])[O-] (calcium nitrate). The solvent is O (water), CO (methanol). Run at time 1 hour. Product: ClC1=CC(=NC2=C(C3=C(C=C12)C(C=C(O3)C(=O)[O-])=O)CCC)C(=O)[O-].[Ca+2] (Calcium 6-chloro-4-oxo-10-propyl-4H-pyrano[3,2-g]quinoline-2,8-dicarboxylate). The yield is 221.6%. As a reaction SMILES: [Cl:1][C:2]1[C:11]2[C:6](=[C:7]([CH2:20][CH2:21][CH3:22])[C:8]3[O:15][C:14]([C:16]([O-:18])=[O:17])=[CH:13][C:12](=[O:19])[C:9]=3[CH:10]=2)[N:5]=[C:4]([C:23]([O-:25])=[O:24])[CH:3]=1.[Na+].[Na+].[N+]([O-])([O-])=O.[Ca+2:32].[N+]([O-])([O-])=O>O.CO>[Cl:1][C:2]1[C:11]2[C:6](=[C:7]([CH2:20][CH2:21][CH3:22])[C:8]3[O:15][C:14]([C:16]([O-:18])=[O:17])=[CH:13][C:12](=[O:19])[C:9]=3[CH:10]=2)[N:5]=[C:4]([C:23]([O-:25])=[O:24])[CH:3]=1.[Ca+2:32] |f:0.1.2,3.4.5,8.9|. Procedure: Disodium 6-chloro-4-oxo-10-propyl-4H-pyrano[3,2-g]quinoline-2,8-dicarboxylate (0.5 g) was dissolved in water (1 ml) and a solution of anhydrous calcium nitrate (0.05 g) in methanol (5 ml) was added. After stirring for one hour the precipitate was collected and washed well with water. Drying in vacuo at 50° C. afforded the title compound (0.27 g) as a yellow solid. Starting materials: C(C)OC(=O)C=1C=NN(C1)C1=NC2=CC=C(C=C2C(N1COCC[Si](C)(C)C)=O)I (1-[6-iodo-4-oxo-3-(2-trimethylsilanyl-ethoxymethyl)-3,4-dihydro-quinazolin-2-yl]-1H-pyrazole-4-carboxylic acid ethyl ester), product, FC(OC=1C=C(C=CC1)B(O)O)(F)F (3-trifluoromethoxyphenylboronic acid). The product is O=C1NC(=NC2=CC=C(C=C12)C1=CC(=CC=C1)OC(F)(F)F)N1N=CC(=C1)C(=O)O (1-[4-Oxo-6-(3-trifluoromethoxy-phenyl)-3,4-dihydro-quinazolin-2-yl]-1H-pyrazole-4-carboxylic acid). RXN SMILES: C([O:3][C:4]([C:6]1[CH:7]=[N:8][N:9]([C:11]2[N:20](COCC[Si](C)(C)C)[C:19](=[O:29])[C:18]3[C:13](=[CH:14][CH:15]=[C:16](I)[CH:17]=3)[N:12]=2)[CH:10]=1)=[O:5])C.[F:31][C:32]([F:44])([F:43])[O:33][C:34]1[CH:35]=[C:36](B(O)O)[CH:37]=[CH:38][CH:39]=1>>[O:29]=[C:19]1[C:18]2[C:13](=[CH:14][CH:15]=[C:16]([C:36]3[CH:37]=[CH:38][CH:39]=[C:34]([O:33][C:32]([F:31])([F:43])[F:44])[CH:35]=3)[CH:17]=2)[N:12]=[C:11]([N:9]2[CH:10]=[C:6]([C:4]([OH:3])=[O:5])[CH:7]=[N:8]2)[NH:20]1. Procedure: The titled compound was prepared in a manner analogous to Example 69, steps C-E, using 1-[6-iodo-4-oxo-3-(2-trimethylsilanyl-ethoxymethyl)-3,4-dihydro-quinazolin-2-yl]-1H-pyrazole-4-carboxylic acid ethyl ester (Example 69 product from step B) and 3-trifluoromethoxyphenylboronic acid in step C. MS (ESI): mass calcd. for C19H11F3N4O4, 416.1; m/z found, 417.1 [M+H]+. 1H NMR (600 MHz, DMSO-d6): 13.06-12.92 (m, 2H), 8.99 (s, 1H), 8.39 (s, 1H), 8.28 (s, 1H), 8.22 (dd, J=8.4, 1.8 Hz, 1H), 7.86 (d, J=8.... The reactants are CCC(=O)n1c(=O)oc2ccccc21, CC(C)(C)C=O. The product is CC(C(=O)n1c(=O)oc2ccccc21)C(O)C(C)(C)C. Reaction SMILES: [C:1]([CH2:2][CH3:3])(=[O:4])[n:5]1[c:6](=[O:14])[o:7][c:8]2[c:9]1[cH:10][cH:11][cH:12][cH:13]2.[CH3:15][C:16]([CH:17]=[O:18])([CH3:19])[CH3:20]>>[C:1]([CH:2]([CH3:3])[CH:17]([C:16]([CH3:15])([CH3:19])[CH3:20])[OH:18])(=[O:4])[n:5]1[c:6](=[O:14])[o:7][c:8]2[c:9]1[cH:10][cH:11][cH:12][cH:13]2.